This data is from the Open Reaction Database (ORD), a public repository of structured organic reaction records. The task is: describe an organic reaction: reactants, conditions, products, and yield Starting materials: Ferric chloride, BrC=1SC=CC1Cl (2-bromo-3-chlorothiophene), FC1=CC=C(C(=O)Cl)C=C1 (4-fluorobenzoyl chloride). The solvent is ClCCl (dichloromethane). Run at temperature 18 celsius, time 50 minute. The product is BrC=1SC(=CC1Cl)C(C1=CC=C(C=C1)F)=O (2-bromo-3-chloro-5-(4-fluorobenzoyl)-thiophene). The yield is 97.1%. As a reaction SMILES: [Br:1][C:2]1[S:3][CH:4]=[CH:5][C:6]=1[Cl:7].[F:8][C:9]1[CH:17]=[CH:16][C:12]([C:13](Cl)=[O:14])=[CH:11][CH:10]=1>ClCCl>[Br:1][C:2]1[S:3][C:4]([C:13](=[O:14])[C:12]2[CH:16]=[CH:17][C:9]([F:8])=[CH:10][CH:11]=2)=[CH:5][C:6]=1[Cl:7]. Procedure: Ferric chloride (301.2 g) was added to a stirred solution of 2-bromo-3-chlorothiophene (148.5 g) and 4-fluorobenzoyl chloride (169.7 g) in dichloromethane (2230 ml), cooled to 18° C. in an icetwater bath. The temperature of the reaction mixture rose to 22° C. and was then cooled to 12° C. Cooling was removed and the reaction mixture was stirred for a further 50 min during which time the internal temperature rose to 16° C. The reaction mixture was re-cooled to 10° C., water (700 ml) was added car... Reactants: OC1=CC(=[N+](C2=CC=CC=C12)[O-])CCCCCCCCCCCO (4-hydroxy-2-(11-hydroxyundecyl) quinoline-N-oxide), BrN1C(CCC1=O)=O (N-bromosuccinimide). Run in CO.C(Cl)(Cl)Cl (methanol chloroform). Reaction conditions: time 1 hour. Product: BrC=1C(=[N+](C2=CC=CC=C2C1O)[O-])CCCCCCCCCCCO (3-bromo-4-hydroxy-2-(11-hydroxyundecyl) quinoline-N-oxide). The yield is 70.5%. RXN SMILES: [OH:1][C:2]1[C:11]2[C:6](=[CH:7][CH:8]=[CH:9][CH:10]=2)[N+:5]([O-:12])=[C:4]([CH2:13][CH2:14][CH2:15][CH2:16][CH2:17][CH2:18][CH2:19][CH2:20][CH2:21][CH2:22][CH2:23][OH:24])[CH:3]=1.[Br:25]N1C(=O)CCC1=O>CO.C(Cl)(Cl)Cl>[Br:25][C:3]1[C:4]([CH2:13][CH2:14][CH2:15][CH2:16][CH2:17][CH2:18][CH2:19][CH2:20][CH2:21][CH2:22][CH2:23][OH:24])=[N+:5]([O-:12])[C:6]2[C:11]([C:2]=1[OH:1])=[CH:10][CH:9]=[CH:8][CH:7]=2 |f:2.3|. Procedure details: In this example, 1 m mole of 4-hydroxy-2-(11-hydroxyundecyl) quinoline-N-oxide is dissolved in a liquid mixture of methanol-chloroform (5:1), and 1 m mole of N-bromosuccinimide is added thereto. The mixture is stirred at room temperature for one hour. After the reaction, the solvent is removed therefrom by distillation, and the residue is recrystallized from ethanol, whereby the captioned compound is obtained (yield: 70.5%). Reactants: ClC1=NC(=C2N=C(N(C2=N1)C1OCCCC1)C(C)=O)N1CCOCC1 (1-[2-chloro-6-morpholin-4-yl-9-(tetrahydro-pyran-2-yl)-9H-purin-8-yl]-ethanone), [BH4-].[Na+] (sodium borohydride). Solvent: C(C)O (ethanol), C1CCOC1 (THF). Conditions: time 1.5 hour. Product: ClC1=NC(=C2N=C(N(C2=N1)C1OCCCC1)C(C)O)N1CCOCC1 (1-[2-Chloro-6-morpholin-4-yl-9-(tetrahydro-pyran-2-yl)-9H-purin-8-yl]-ethanol). The yield is 105.4%. As a reaction SMILES: [Cl:1][C:2]1[N:10]=[C:9]2[C:5]([N:6]=[C:7]([C:17](=[O:19])[CH3:18])[N:8]2[CH:11]2[CH2:16][CH2:15][CH2:14][CH2:13][O:12]2)=[C:4]([N:20]2[CH2:25][CH2:24][O:23][CH2:22][CH2:21]2)[N:3]=1.[BH4-].[Na+]>C(O)C.C1COCC1>[Cl:1][C:2]1[N:10]=[C:9]2[C:5]([N:6]=[C:7]([CH:17]([OH:19])[CH3:18])[N:8]2[CH:11]2[CH2:16][CH2:15][CH2:14][CH2:13][O:12]2)=[C:4]([N:20]2[CH2:25][CH2:24][O:23][CH2:22][CH2:21]2)[N:3]=1 |f:1.2|. Procedure details: To a stirred suspension of 1-[2-chloro-6-morpholin-4-yl-9-(tetrahydro-pyran-2-yl)-9H-purin-8-yl]-ethanone (0.47 g, 1.29 mmol) in ethanol (8 mL) and THF (8 mL) was added sodium borohydride (49 mg, 1.30 mmol). The reaction mixture was stirred at room temperature for 1.5 h, then concentrated in vacuo. The resulting residue was dissolved in ethyl acetate and aqueous sodium bicarbonate and the phases were separated. The aqueous phase was extracted twice with ethyl acetate. The combined organic fracti... The reactants are O (water), FC1=CC(=C(N)C=C1[N+](=O)[O-])OC (4-fluoro-2-methoxy-5-nitroaniline), C([O-])([O-])=O.[K+].[K+] (potassium carbonate), FC1=C(CBr)C(=CC=C1F)OC (2,3-difluoro-6-methoxybenzyl-bromide). Solvent: CN(C=O)C (N,N-dimethylformamide). Conditions: time 3 hour. Yields the product FC=1C(=CC(=C(C1)OC)NCC1=C(C(=CC=C1OC)F)F)[N+](=O)[O-] (5-fluoro-2-(2,3-difluoro-6-methoxybenzylamino)-4-nitroanisole). Isolated yield 47.2%. RXN SMILES: [F:1][C:2]1[C:8]([N+:9]([O-:11])=[O:10])=[CH:7][C:5]([NH2:6])=[C:4]([O:12][CH3:13])[CH:3]=1.C(=O)([O-])[O-].[K+].[K+].[F:20][C:21]1[C:28]([F:29])=[CH:27][CH:26]=[C:25]([O:30][CH3:31])[C:22]=1[CH2:23]Br.O>CN(C)C=O>[F:1][C:2]1[C:8]([N+:9]([O-:11])=[O:10])=[CH:7][C:5]([NH:6][CH2:23][C:22]2[C:25]([O:30][CH3:31])=[CH:26][CH:27]=[C:28]([F:29])[C:21]=2[F:20])=[C:4]([O:12][CH3:13])[CH:3]=1 |f:1.2.3|. Procedure details: To a suspension of 4-fluoro-2-methoxy-5-nitroaniline (0.37 g) and potassium carbonate (0.36 g) in N,N-dimethylformamide (10 mL) was added 2,3-difluoro-6-methoxybenzyl-bromide (0.47 g), and the mixture was stirred at room temperature for 3 hours. The reaction mixture was poured into water, and the resulting mixture was extracted with ethyl acetate. The extract was washed with water and brine, and dried over anhydrous magnesium sulfate. The solvent was removed under reduced pressure, and the resid... The reactants are CN(C)CC1=CC=C(O1)CSCCN (2-(5-dimethylaminomethyl-2-furanylmethylthio)ethyl amine), [N+](=O)([O-])NC1=NC(=C(C(N1)=O)CC1=NC=C(C=C1)CN(C)C)C (2-nitroamino-5-(5-dimethylaminomethyl-2-pyridylmethyl)-6-methyl-4-pyrimidone). Product: CN(C)CC1=CC=C(O1)CSCCNC1=NC(=C(C(N1)=O)CC1=NC=C(C=C1)CN(C)C)C (2-[2-(5-dimethylaminomethyl-2-furanylmethylthio)ethylamino]-5-(5-dimethylaminomethyl-2-pyridylmethyl)-6-methyl-4-pyrimidone). Reaction SMILES: [CH3:1][N:2]([CH2:4][C:5]1[O:9][C:8]([CH2:10][S:11][CH2:12][CH2:13][NH2:14])=[CH:7][CH:6]=1)[CH3:3].[N+](N[C:19]1[NH:24][C:23](=[O:25])[C:22]([CH2:26][C:27]2[CH:32]=[CH:31][C:30]([CH2:33][N:34]([CH3:36])[CH3:35])=[CH:29][N:28]=2)=[C:21]([CH3:37])[N:20]=1)([O-])=O>>[CH3:3][N:2]([CH2:4][C:5]1[O:9][C:8]([CH2:10][S:11][CH2:12][CH2:13][NH:14][C:19]2[NH:24][C:23](=[O:25])[C:22]([CH2:26][C:27]3[CH:32]=[CH:31][C:30]([CH2:33][N:34]([CH3:35])[CH3:36])=[CH:29][N:28]=3)=[C:21]([CH3:37])[N:20]=2)=[CH:7][CH:6]=1)[CH3:1]. Procedure: Reaction of 2-(5-dimethylaminomethyl-2-furanylmethylthio)ethyl amine with 2-nitroamino-5-(5-dimethylaminomethyl-2-pyridylmethyl)-6-methyl-4-pyrimidone gives 2-[2-(5-dimethylaminomethyl-2-furanylmethylthio)ethylamino]-5-(5-dimethylaminomethyl-2-pyridylmethyl)-6-methyl-4-pyrimidone.